From a dataset of the Open Reaction Database (ORD), a public repository of structured organic reaction records. describe an organic reaction: reactants, conditions, products, and yield The product is C(#C)C=1C=C(C=CC1)NCCO (2-[(3-Ethynylphenyl)amino]ethanol). Procedure: N-(2-{[tert-Butyl(dimethyl)silyl]oxy}ethyl)-3-ethynylaniline (335 mg, 1.22 mmol) was treated with 1M TBAF in THF (1.5 mL, 1.5 mmol) at room temperature for 5 min. The volatiles were removed and the crude was dissolved in EtOAc (30 mL). The organic phase was washed with water (20 mL) and finally with brine, dried over sodium sulfate and evaporated to give the corresponding alcohol as brownish oil. Starting materials: [Si](C)(C)(C(C)(C)C)OCCNC1=CC(=CC=C1)C#C (N-(2-{[tert-Butyl(dimethyl)silyl]oxy}ethyl)-3-ethynylaniline), CCCC[N+](CCCC)(CCCC)CCCC.[F-] (TBAF), C1CCOC1 (THF). As a reaction SMILES: [Si]([O:8][CH2:9][CH2:10][NH:11][C:12]1[CH:17]=[CH:16][CH:15]=[C:14]([C:18]#[CH:19])[CH:13]=1)(C(C)(C)C)(C)C.CCCC[N+](CCCC)(CCCC)CCCC.[F-].C1COCC1>>[C:18]([C:14]1[CH:13]=[C:12]([NH:11][CH2:10][CH2:9][OH:8])[CH:17]=[CH:16][CH:15]=1)#[CH:19] |f:1.2|. Starting materials: Cl (hydrochloric acid), C[C@H]([C@@H]1[C@H]2CC(=C(N2C1=O)C(=O)O)SCCN)O (Thienamycin), Cl.C(OC)=N (methyl formimidate hydrochloride), [OH-].[Na+] (sodium hydroxide). Solvent: P(=O)([O-])([O-])[O-] (phosphate). Run at time 10 minute. The product is C[C@H]([C@@H]1[C@H]2CC(=C(N2C1=O)C(=O)O)SCCN=CN)O (N-Formimidoyl Thienamycin). RXN SMILES: [CH3:1][C@@H:2]([OH:18])[C@H:3]1[C:9](=[O:10])[N:8]2[C@@H:4]1[CH2:5][C:6]([S:14][CH2:15][CH2:16][NH2:17])=[C:7]2[C:11]([OH:13])=[O:12].[OH-].[Na+].Cl.[CH:22](=[NH:25])OC.Cl>P([O-])([O-])([O-])=O>[CH3:1][C@@H:2]([OH:18])[C@H:3]1[C:9](=[O:10])[N:8]2[C@@H:4]1[CH2:5][C:6]([S:14][CH2:15][CH2:16][N:17]=[CH:22][NH2:25])=[C:7]2[C:11]([OH:13])=[O:12] |f:1.2,3.4|. Procedure details: Thienamycin (517 mg) is dissolved in pH 7 0.1 N phosphate buffer (25 ml) and cooled in an ice bath with magnetic stirring. The solution is adjusted to pH 8.5 using 2.5 N sodium hydroxide solution dispensed from an automatic burette. While maintaining a pH of 8.5, methyl formimidate hydrochloride (711 mg) is added portionwise over a 2-3 minutes. After an additional 10 minutes, the pH of the solution is brought to 7.0 using 2.5 N hydrochloric acid. The solution is chromatographed on a column of XA... Reactants: TEA, CS(=O)(=O)Cl (methanesulfonyl chloride), O1CCOC12CCC(CC2)O (1,4-Dioxaspiro[4.5]decan-8-ol). The solvent is C(Cl)(Cl)Cl (chloroform). Reaction conditions: temperature 0 celsius, time 2 hour. The product is CS(=O)(=O)OC1CCC2(OCCO2)CC1 (1,4-Dioxaspiro[4.5]dec-8-yl methanesulfonate). As a reaction SMILES: [O:1]1[C:5]2([CH2:10][CH2:9][CH:8]([OH:11])[CH2:7][CH2:6]2)[O:4][CH2:3][CH2:2]1.[CH3:12][S:13](Cl)(=[O:15])=[O:14]>C(Cl)(Cl)Cl>[CH3:12][S:13]([O:11][CH:8]1[CH2:9][CH2:10][C:5]2([O:4][CH2:3][CH2:2][O:1]2)[CH2:6][CH2:7]1)(=[O:15])=[O:14]. Reported procedure: 1,4-Dioxaspiro[4.5]decan-8-ol (0.40 g, 0.0025 mol) was dissolved in chloroform (10.0 mL) and the resulting mixture was cooled at 0° C. To the mixture was added TEA (0.49 mL, 0.0035 mol) and methanesulfonyl chloride (0.23 mL, 0.0030 mol) and this mixture was stirred at 0° C. for 2 hours. The reaction was extracted with ethyl acetate and the organic extracts were washed with water, and saturated NaCl, then dried (MgSO4) and concentrated in vacuo. The crude product was used in the next reaction wit... Reactants: NC1=NC(=NC=C1C(=O)C1=C(C(=CC=C1OC)F)F)NC1CCNCC1 ([4-Amino-2-(piperidin-4-ylamino)-pyrimidin-5-yl]-(2,3-difluoro-6-methoxy-phenyl)-methanone), S(=O)(=O)(N)N (sulfamide). The solvent is O (water), C([O-])(O)=O.[Na+] (sodium bicarbonate), O1CCOCC1 (dioxane). The product is NC1=NC(=NC=C1C(C1=C(C(=CC=C1OC)F)F)=O)NC1CCN(CC1)S(=O)(=O)N (4-[4-Amino-5-(2,3-difluoro-6-methoxy-benzoyl)-pyrimidin-2-ylamino]-piperidine-1-sulfonic acid amide). Reaction SMILES: [NH2:1][C:2]1[C:7]([C:8]([C:10]2[C:15]([O:16][CH3:17])=[CH:14][CH:13]=[C:12]([F:18])[C:11]=2[F:19])=[O:9])=[CH:6][N:5]=[C:4]([NH:20][CH:21]2[CH2:26][CH2:25][NH:24][CH2:23][CH2:22]2)[N:3]=1.[S:27](N)([NH2:30])(=[O:29])=[O:28]>O1CCOCC1.O.C(=O)(O)[O-].[Na+]>[NH2:1][C:2]1[C:7]([C:8](=[O:9])[C:10]2[C:15]([O:16][CH3:17])=[CH:14][CH:13]=[C:12]([F:18])[C:11]=2[F:19])=[CH:6][N:5]=[C:4]([NH:20][CH:21]2[CH2:26][CH2:25][N:24]([S:27]([NH2:30])(=[O:29])=[O:28])[CH2:23][CH2:22]2)[N:3]=1 |f:4.5|. Procedure details: [4-Amino-2-(piperidin-4-ylamino)-pyrimidin-5-yl]-(2,3-difluoro-6-methoxy-phenyl)-methanone (308 mg, 0.848 mmol, Example 107) in dioxane (3 mL) and sulfamide (814 mg, 8.48 mmol, Aldrich) refluxed overnight. The mixture was diluted with water and sodium bicarbonate and extracted with dichloromethane. The organic solution was washed with water, dried (MgSO4), filtered and evaporated. Chromatography on silica gel (methanol/triethylamine/ethyl acetate 5:2:95) gave, after crystallization from ethanol/... Starting materials: C(C1=CC=CC=C1)(=O)NC1=NC2=C(N1[C@H]1CC[C@H](CC1)C(=O)OC)C=C(C=C2)CO (cis-Methyl 4-(2-benzamido-6-(hydroxymethyl)-1H-benzo[d]imidazol-1-yl)cyclohexanecarboxylate), S(=O)(Cl)Cl (thionyl chloride), CC1(NC(CCC1)(C)C)C (2,2,6,6-tetramethylpiperidine). Run in C(Cl)Cl (DCM), C(Cl)Cl (DCM). Run at temperature 0 celsius, time 30 minute. Product: C(C1=CC=CC=C1)(=O)NC1=NC2=C(N1[C@H]1CC[C@H](CC1)C(=O)OC)C=C(C=C2)CN2C(CCCC2(C)C)(C)C (cis-methyl 4-(2-benzamido-6-((2,2,6,6-tetramethylpiperidin-1-yl)methyl)-1H-benzo[d]imidazol-1-yl)cyclohexanecarboxylate). Yield: 30.6%. RXN SMILES: [C:1]([NH:9][C:10]1[N:14]([C@@H:15]2[CH2:20][CH2:19][C@H:18]([C:21]([O:23][CH3:24])=[O:22])[CH2:17][CH2:16]2)[C:13]2[CH:25]=[C:26]([CH2:29]O)[CH:27]=[CH:28][C:12]=2[N:11]=1)(=[O:8])[C:2]1[CH:7]=[CH:6][CH:5]=[CH:4][CH:3]=1.S(Cl)(Cl)=O.[CH3:35][C:36]1([CH3:44])[CH2:41][CH2:40][CH2:39][C:38]([CH3:43])([CH3:42])[NH:37]1>C(Cl)Cl>[C:1]([NH:9][C:10]1[N:14]([C@@H:15]2[CH2:16][CH2:17][C@H:18]([C:21]([O:23][CH3:24])=[O:22])[CH2:19][CH2:20]2)[C:13]2[CH:25]=[C:26]([CH2:29][N:37]3[C:38]([CH3:43])([CH3:42])[CH2:39][CH2:40][CH2:41][C:36]3([CH3:44])[CH3:35])[CH:27]=[CH:28][C:12]=2[N:11]=1)(=[O:8])[C:2]1[CH:3]=[CH:4][CH:5]=[CH:6][CH:7]=1. Procedure details: cis-Methyl 4-(2-benzamido-6-(hydroxymethyl)-1H-benzo[d]imidazol-1-yl)cyclohexanecarboxylate (0.05 g, 0.123 mmol) was suspended in DCM (1.2 mL) and cooled to 0° C. under nitrogen atmosphere. To this mixture was added thionyl chloride (0.292 g, 2.454 mmol), and the mixture was stirred for 30 minutes. The resulting mixture was concentrated under reduced pressure and dried under high vacuum. The residue was suspended in 2 mL of DMSO and cooled in an ice bath under nitrogen atmosphere. To this mixtur... Reactants: COC([C@@H](NC(=O)OC(C)(C)C)CC1=CC=C(C=C1)O)=O (N-(tert-butoxycarbonyl)-L-tyrosine methyl ester), NH4NO3, [N+](=O)(O)[O-] (HNO3). Run in C1CCOC1 (THF). Run at time 30 second. The product is COC([C@@H](NC(=O)OC(C)(C)C)CC1=CC(=C(C=C1)O)[N+](=O)[O-])=O (N-(tert-butoxycarbonyl)-3-nitro-L-tyrosine methyl ester). As a reaction SMILES: [CH3:1][O:2][C:3](=[O:21])[C@H:4]([CH2:13][C:14]1[CH:19]=[CH:18][C:17]([OH:20])=[CH:16][CH:15]=1)[NH:5][C:6]([O:8][C:9]([CH3:12])([CH3:11])[CH3:10])=[O:7].[N+:22]([O-])([OH:24])=[O:23]>C1COCC1>[CH3:1][O:2][C:3](=[O:21])[C@H:4]([CH2:13][C:14]1[CH:19]=[CH:18][C:17]([OH:20])=[C:16]([N+:22]([O-:24])=[O:23])[CH:15]=1)[NH:5][C:6]([O:8][C:9]([CH3:12])([CH3:10])[CH3:11])=[O:7]. Procedure: To a solution of N-(tert-butoxycarbonyl)-L-tyrosine methyl ester (5.64 g) in THF (10 ml) was added NH4NO3 (3 g) and concentrated HNO3 (3 ml). After 30 sec., the reaction mixture turned to dark red with reflux occurring. The reaction mixture was quenched with solid NaHCO3 and H2O, and extracted with AcOEt. The extract was dried over Na2SO4 and the solvent was removed in vacuo. The residue was purified by column chromatography on silica gel (eluent; Hexane→1:1, Hexane/AcOEt) to give N-(tert-butoxy...